Task: describe an organic reaction: reactants, conditions, products, and yield. Dataset: the Open Reaction Database (ORD), a public repository of structured organic reaction records Reactants: CCOC(C)=O, COC(=O)C1CCCC1NC(=O)C(CCCNC(=O)OCc1ccccc1)NC(=O)OC(C)(C)C, CCOC(C)=O, Cl. Product: COC(=O)C1CCCC1NC(=O)C(N)CCCNC(=O)OCc1ccccc1. RXN SMILES: [C:36]([O:37][CH2:38][CH3:39])(=[O:40])[CH3:41].[CH2:1]([c:2]1[cH:3][cH:4][cH:5][cH:6][cH:7]1)[O:8][C:9](=[O:10])[NH:11][CH2:12][CH2:13][CH2:14][CH:15]([NH:16][C:17]([O:18][C:19]([CH3:20])([CH3:21])[CH3:22])=[O:23])[C:24](=[O:25])[NH:26][CH:27]1[CH:28]([C:32](=[O:33])[O:34][CH3:35])[CH2:29][CH2:30][CH2:31]1.[CH3:43][CH2:44][O:45][C:46](=[O:47])[CH3:48].[ClH:42]>>[CH2:1]([c:2]1[cH:3][cH:4][cH:5][cH:6][cH:7]1)[O:8][C:9](=[O:10])[NH:11][CH2:12][CH2:13][CH2:14][CH:15]([NH2:16])[C:24](=[O:25])[NH:26][CH:27]1[CH:28]([C:32](=[O:33])[O:34][CH3:35])[CH2:29][CH2:30][CH2:31]1. Starting materials: OC=1C=CC2=C(C(OC(N2)=O)(C)C)C1 (6-hydroxy-4,4-dimethyl-4H-3,1-benzoxazin-2-one), C([O-])([O-])=O.[K+].[K+] (potassium carbonate), BrCCCCCBr (1,5-dibromopentane), ice water. Run in CS(=O)C (dimethyl sulfoxide). Reaction conditions: time 2 hour. Product: BrCCCCCOC=1C=CC2=C(C(OC(N2)=O)(C)C)C1 (6-(5-Bromo-pentoxy)-4,4-dimethyl-4H-3,1-benzoxazin-2-one). Reaction SMILES: [OH:1][C:2]1[CH:3]=[CH:4][C:5]2[NH:10][C:9](=[O:11])[O:8][C:7]([CH3:13])([CH3:12])[C:6]=2[CH:14]=1.C(=O)([O-])[O-].[K+].[K+].[Br:21][CH2:22][CH2:23][CH2:24][CH2:25][CH2:26]Br>CS(C)=O>[Br:21][CH2:22][CH2:23][CH2:24][CH2:25][CH2:26][O:1][C:2]1[CH:3]=[CH:4][C:5]2[NH:10][C:9](=[O:11])[O:8][C:7]([CH3:12])([CH3:13])[C:6]=2[CH:14]=1 |f:1.2.3|. Procedure: A solution of 19.3 gm (0.1 mol) of 6-hydroxy-4,4-dimethyl-4H-3,1-benzoxazin-2-one in 200 ml of dimethyl sulfoxide is mixed at ambient temperature with 41.5 gm (0.3 mol) of potassium carbonate and 92 gm (0.4 mol) of 1,5-dibromopentane, whereupon the temperature rises to 45° C. After stirring a further two hours, ice water is added, and the resulting mixture is extracted with chloroform. The chloroform phase is washed with water and dried with sodium sulfate, and the chloroform is distilled off. T... Reactants: COc1ccc(Cn2cc([N+](=O)[O-])c(-c3nc4cc(CN5CCOCC5)ccc4[nH]3)n2)cc1, C1COCCO1, O. Product: COc1ccc(Cn2cc(N)c(-c3nc4cc(CN5CCOCC5)ccc4[nH]3)n2)cc1. As a reaction SMILES: [CH3:1][O:2][c:3]1[cH:4][cH:5][c:6]([CH2:7][n:8]2[n:9][c:10](-[c:16]3[n:17][c:18]4[c:19]([nH:20]3)[cH:21][cH:22][c:23]([CH2:25][N:26]3[CH2:27][CH2:28][O:29][CH2:30][CH2:31]3)[cH:24]4)[c:11]([N+:13]([O-:14])=[O:15])[cH:12]2)[cH:32][cH:33]1.[O:35]1[CH2:36][CH2:37][O:38][CH2:39][CH2:40]1.[OH2:34]>>[CH3:1][O:2][c:3]1[cH:4][cH:5][c:6]([CH2:7][n:8]2[n:9][c:10](-[c:16]3[n:17][c:18]4[c:19]([nH:20]3)[cH:21][cH:22][c:23]([CH2:25][N:26]3[CH2:27][CH2:28][O:29][CH2:30][CH2:31]3)[cH:24]4)[c:11]([NH2:13])[cH:12]2)[cH:32][cH:33]1. The reactants are Nc1c(Cl)cc([N+](=O)[O-])cc1Cl, Cl, Nc1ccc([N+](=O)[O-])cc1, O, O=[N+]([O-])O. The product is Nc1ccc([N+](=O)[O-])cc1Cl. Reaction SMILES: [Cl:1][c:2]1[c:3]([NH2:4])[c:5]([Cl:12])[cH:6][c:7]([N+:9](=[O:10])[O-:11])[cH:8]1.[ClH:23].[NH2:13][c:14]1[cH:15][cH:16][c:17]([N+:18](=[O:19])[O-:20])[cH:21][cH:22]1.[OH2:24].[OH:25][N+:26](=[O:27])[O-:28]>>[Cl:1][c:2]1[c:3]([NH2:4])[cH:5][cH:6][c:7]([N+:9](=[O:10])[O-:11])[cH:8]1. The reactants are C[Si](C)(C)Cl (Trimethylsilyl chloride), C1COCCC12CC(CC(C2)=O)=O (3-oxaspiro[5.5]un-decane-8,10-dione), C(=O)C1=CC=C(C#N)C=C1 (4-formylbenzonitrile), FC(C=1C=C(C=CC1)NC(=O)N)(F)F (1-(3-(trifluoromethyl)phenyl)urea). Solvent: CN(C=O)C (N,N-dimethyl-formamide), C(C)#N (acetonitrile), O (water). Reaction conditions: temperature 50 celsius. Yields the product C(#N)C1=CC=C(C=C1)C(NC(=O)NC1=CC(=CC=C1)C(F)(F)F)C1=C(CC2(CCOCC2)CC1=O)O (1-((4-cyanophenyl)(8-hydroxy-10-oxo-3-oxaspiro[5.5]undec-8-en-9-yl)methyl)-3-(3-(trifluoromethyl)phenyl)urea). Reaction SMILES: C[Si](Cl)(C)C.[CH2:6]1[C:11]2([CH2:16][C:15](=[O:17])[CH2:14][C:13](=[O:18])[CH2:12]2)[CH2:10][CH2:9][O:8][CH2:7]1.[CH:19]([C:21]1[CH:28]=[CH:27][C:24]([C:25]#[N:26])=[CH:23][CH:22]=1)=O.[F:29][C:30]([F:42])([F:41])[C:31]1[CH:32]=[C:33]([NH:37][C:38]([NH2:40])=[O:39])[CH:34]=[CH:35][CH:36]=1>CN(C)C=O.C(#N)C.O>[C:25]([C:24]1[CH:27]=[CH:28][C:21]([CH:19]([C:14]2[C:15](=[O:17])[CH2:16][C:11]3([CH2:10][CH2:9][O:8][CH2:7][CH2:6]3)[CH2:12][C:13]=2[OH:18])[NH:40][C:38]([NH:37][C:33]2[CH:34]=[CH:35][CH:36]=[C:31]([C:30]([F:41])([F:42])[F:29])[CH:32]=2)=[O:39])=[CH:22][CH:23]=1)#[N:26]. Procedure details: Trimethylsilyl chloride (275 μL, 2.17 mmol) is added to a solution of 3-oxaspiro[5.5]un-decane-8,10-dione (360 mg, 1.98 mmol), 4-formylbenzonitrile (259 mg, 1.98 mmol) and 1-(3-(trifluoromethyl)phenyl)urea (403 mg, 1.98 mmol) in a mixture of N,N-dimethyl-formamide (1.5 mL) and acetonitrile (2.5 mL), and the mixture is heated at 50° C. for 1 h. The reaction mixture is cooled to room temperature and poured into a mixture of water and ice. The precipitate is filtered and dried under reduced pressur... The product is Cc1ccc(-c2cccc(C=CC(=O)Nc3ccc(CN4CCCC(CO)C4)cc3)c2)cc1. Starting materials: Cc1ccc(-c2cccc(C=CC(=O)Nc3ccc(CCl)cc3)c2)cc1, CN(C)C=O, O, OCC1CCCNC1. RXN SMILES: [Cl:1][CH2:2][c:3]1[cH:4][cH:5][c:6]([NH:9][C:10]([CH:11]=[CH:12][c:13]2[cH:14][c:15](-[c:19]3[cH:20][cH:21][c:22]([CH3:25])[cH:23][cH:24]3)[cH:16][cH:17][cH:18]2)=[O:26])[cH:7][cH:8]1.[O:36]=[CH:37][N:38]([CH3:39])[CH3:40].[OH2:35].[OH:27][CH2:28][CH:29]1[CH2:30][NH:31][CH2:32][CH2:33][CH2:34]1>>[CH2:2]([c:3]1[cH:4][cH:5][c:6]([NH:9][C:10]([CH:11]=[CH:12][c:13]2[cH:14][c:15](-[c:19]3[cH:20][cH:21][c:22]([CH3:25])[cH:23][cH:24]3)[cH:16][cH:17][cH:18]2)=[O:26])[cH:7][cH:8]1)[N:31]1[CH2:30][CH:29]([CH2:28][OH:27])[CH2:34][CH2:33][CH2:32]1. The reactants are FC1=CC2=C(CCC3CC(N(N=C23)C2=CC=C(C=C2)OCC(C)N(C)C)=O)C=C1 (9-fluoro-2-[4-(2-dimethylaminopropoxy)phenyl]-4,4a,5,6-tetrahydrobenzo[h]cinnolin-3(2H)-one), Br (hydrobromic acid), Br (hydrobromic acid). Solvent: C(C)(=O)O (acetic acid), C(C)(=O)O (acetic acid), C(C)(=O)O (acetic acid). Reaction conditions: temperature 50 celsius, time 30 minute. Yields the product FC1=CC2=C(CCC3=CC(N(N=C23)C2=CC=C(C=C2)OCC(C)N(C)C)=O)C=C1 (9-fluoro-2-[4-(2-dimethylaminopropoxy)phenyl]-5,6-dihydrobenzo[h]cinnolin-3(2H)-one). RXN SMILES: [F:1][C:2]1[CH:29]=[CH:28][C:5]2[CH2:6][CH2:7][CH:8]3[C:13]([C:4]=2[CH:3]=1)=[N:12][N:11]([C:14]1[CH:19]=[CH:18][C:17]([O:20][CH2:21][CH:22]([N:24]([CH3:26])[CH3:25])[CH3:23])=[CH:16][CH:15]=1)[C:10](=[O:27])[CH2:9]3.Br>C(O)(=O)C>[F:1][C:2]1[CH:29]=[CH:28][C:5]2[CH2:6][CH2:7][C:8]3[C:13]([C:4]=2[CH:3]=1)=[N:12][N:11]([C:14]1[CH:15]=[CH:16][C:17]([O:20][CH2:21][CH:22]([N:24]([CH3:25])[CH3:26])[CH3:23])=[CH:18][CH:19]=1)[C:10](=[O:27])[CH:9]=3. Reported procedure: To a mixture of 116 g of 9-fluoro-2-[4-(2-dimethylaminopropoxy)phenyl]-4,4a,5,6-tetrahydrobenzo[h]cinnolin-3(2H)-one and 1.2 l of acetic acid is added 116 ml of 30% hydrobromic acid--acetic acid. While the solution is heated to 50° C., a solution of 48 g of hydrobromic acid and 200 ml of acetic acid is added dropwise over the period of 30 minutes. After the completion of the dropwise addition, the mixture is stirred for further 30 minutes. The solvent is distilled off under reduced pressure. Wat... Starting materials: C1(=CC=CC=C1)CCN1C=NC=C1 (1-(2-phenylethyl)-1H-imidazole), CS(=O)(=O)OCC(C1=C(C=C(C=C1)Cl)Cl)OCC1=C(C=C(C=C1)Cl)Cl (2,4-dichloro-β-(2,4-dichlorophenylmethoxy)benzeneethanol methanesulfonate). Run in CN(C=O)C (N,N-dimethylformamide). The product is CS(=O)(=O)[O-].ClC1=C(C(C[N+]2=CN(C=C2)CCC2=CC=CC=C2)OCC2=C(C=C(C=C2)Cl)Cl)C=CC(=C1)Cl (1-[2,4-dichloro-β-(2,4-dichlorobenzyloxy)phenethyl]-3-phenethylimidazolium methanesulfonate). Reaction SMILES: [C:1]1([CH2:7][CH2:8][N:9]2[CH:13]=[CH:12][N:11]=[CH:10]2)[CH:6]=[CH:5][CH:4]=[CH:3][CH:2]=1.[CH3:14][S:15]([O:18][CH2:19][CH:20]([O:29][CH2:30][C:31]1[CH:36]=[CH:35][C:34]([Cl:37])=[CH:33][C:32]=1[Cl:38])[C:21]1[CH:26]=[CH:25][C:24]([Cl:27])=[CH:23][C:22]=1[Cl:28])(=[O:17])=[O:16]>CN(C)C=O>[CH3:14][S:15]([O-:18])(=[O:17])=[O:16].[Cl:28][C:22]1[CH:23]=[C:24]([Cl:27])[CH:25]=[CH:26][C:21]=1[CH:20]([O:29][CH2:30][C:31]1[CH:36]=[CH:35][C:34]([Cl:37])=[CH:33][C:32]=1[Cl:38])[CH2:19][N+:11]1[CH:12]=[CH:13][N:9]([CH2:8][CH2:7][C:1]2[CH:6]=[CH:5][CH:4]=[CH:3][CH:2]=2)[CH:10]=1 |f:3.4|. Reported procedure: A mixture of 8.6 parts of 1-(2-phenylethyl)-1H-imidazole, 24.5 parts of 2,4-dichloro-β-(2,4-dichlorophenylmethoxy)benzeneethanol methanesulfonate and 150 parts of N,N-dimethylformamide is stirred and refluxed overnight. The mixture is allowed to cool to room temperature, poured onto water and extracted twice with trichloromethane. The combined organic phases are washed three times with water, dried, filtered and evaporated, yielding 1-[2,4-dichloro-β-(2,4-dichlorobenzyloxy)phenethyl]-3-phenethyl... The reactants are S(=O)(=O)(O)[O-].[K+] (potassium hydrogensulfate), N#N.C(C1=CC=CC=C1)OC(=O)N[C@@H](CCCCNC(=O)OC(C)(C)C)C(=O)O (N2 benzyloxycarbonyl-N6 -t-butoxycarbonyl-L-lysine), C([O-])([O-])=O.[Na+].[Na+] (Sodium carbonate), N[C@H](CCC(=O)[O-])C(=O)OCC (alpha-ethyl D-glutamate). Run in C1CCOC1 (THF), O (water), C(C)(=O)OCC (ethyl acetate). Run at time 8 hour. The product is N#N.C(C1=CC=CC=C1)OC(=O)N[C@@H](CCCCNC(=O)OC(C)(C)C)C(=O)N[C@H](CCC(=O)O)C(=O)OCC (N2 benzyloxycarbonyl-N6 -t-butoxycarbonyl-L-lysyl-O1 -ethyl-D-glutamic acid). Isolated yield 88.1%. RXN SMILES: C(=O)([O-])[O-].[Na+].[Na+].[NH2:7][C@@H:8]([C:14]([O:16][CH2:17][CH3:18])=[O:15])[CH2:9][CH2:10][C:11]([O-:13])=[O:12].[N:19]#[N:20].[CH2:21]([O:28][C:29]([NH:31][C@H:32]([C:45](O)=[O:46])[CH2:33][CH2:34][CH2:35][CH2:36][NH:37][C:38]([O:40][C:41]([CH3:44])([CH3:43])[CH3:42])=[O:39])=[O:30])[C:22]1[CH:27]=[CH:26][CH:25]=[CH:24][CH:23]=1.S([O-])(O)(=O)=O.[K+]>O.C(OCC)(=O)C.C1COCC1>[N:19]#[N:20].[CH2:21]([O:28][C:29]([NH:31][C@H:32]([C:45]([NH:7][C@@H:8]([C:14]([O:16][CH2:17][CH3:18])=[O:15])[CH2:9][CH2:10][C:11]([OH:13])=[O:12])=[O:46])[CH2:33][CH2:34][CH2:35][CH2:36][NH:37][C:38]([O:40][C:41]([CH3:42])([CH3:43])[CH3:44])=[O:39])=[O:30])[C:22]1[CH:23]=[CH:24][CH:25]=[CH:26][CH:27]=1 |f:0.1.2,4.5,6.7,11.12|. Procedure details: Sodium carbonate (1.8 g) and 2.97 g of alpha-ethyl D-glutamate were dissolved in water, and a THF solution of 8.9 g of N2 -benzyloxycarbonyl-N6 -t-butoxycarbonyl-L-lysine N-hydroxysucceinimide ester was added. The mixture was stirred overnight at room temperature. The reaction mixture was acidified with 5% aqueous potassium hydrogensulfate solution to a pH of 2 to 3, and then exracted with ethyl acetate. The extract was washed successively with 5% aqueous potassium hydrogen-sulfate solution and ... The reactants are Cl (HCl), ClC=1C=C(C=CC1Cl)C12CC(CC2C1)=O (1-(3,4-dichlorophenyl)bicyclo[3.1.0]hexan-3-one), CNC (dimethylamine), [BH3-]C#N.[Na+] (NaCNBH3), CO (methanol). Conditions: time 8 hour. Yields the product Cl.CN(C1CC2(CC2C1)C1=CC(=C(C=C1)Cl)Cl)C (N,N-dimethyl-1-(3,4-dichlorophenyl)bicyclo[3.1.0]hexan-3-amine hydrochloride), Cl.C(C)OCC (HCl diethyl ether). RXN SMILES: [Cl:1][C:2]1[CH:3]=[C:4]([C:9]23[CH2:14][CH:13]2[CH2:12][C:11](=O)[CH2:10]3)[CH:5]=[CH:6][C:7]=1[Cl:8].[CH3:16][NH:17][CH3:18].[BH3-][C:20]#N.[Na+].[ClH:23].[CH3:24][OH:25]>>[ClH:1].[CH3:16][N:17]([CH3:18])[CH:11]1[CH2:12][CH:13]2[C:9]([C:4]3[CH:5]=[CH:6][C:7]([Cl:8])=[C:2]([Cl:1])[CH:3]=3)([CH2:14]2)[CH2:10]1.[ClH:23].[CH2:24]([O:25][CH2:2][CH3:7])[CH3:20] |f:2.3,6.7,8.9|. Procedure: To a solution of 1-(3,4-dichlorophenyl)bicyclo[3.1.0]hexan-3-one (112 mg; 0.46 mmol) in methanol (4 mL) was added dimethylamine (2M in THF; 2 mL) and NaCNBH3 (37.5 mg; 0.60 mmol; 1.3 eq). The mixture was stirred at room temperature overnight. The reaction mixture was cooled to 10° C., and acidified with 1 N HCl (4 mL). The reaction mixture was concentrated at 30° C., and the resulting aqueous layer was diluted with H2O (8 mL). The aqueous layer was then extracted with ethyl acetate (15 mL) to re...